From a dataset of the Open Reaction Database (ORD), a public repository of structured organic reaction records. describe an organic reaction: reactants, conditions, products, and yield Starting materials: Cl[Sn]Cl (SnCl2), NC=1C=C(C(=CC1[N+](=O)[O-])Cl)C(F)(F)F (3-amino-6-chloro-4-nitrobenzotrifluoride), ice water. Run in C(C)O (ethanol). Reaction conditions: temperature 90 celsius. Yields the product NC=1C=C(C(=CC1N)Cl)C(F)(F)F (3,4-diamino-6-chlorobenzotrifluoride). Yield: 70.3%. Reaction SMILES: [NH2:1][C:2]1[CH:3]=[C:4]([C:12]([F:15])([F:14])[F:13])[C:5]([Cl:11])=[CH:6][C:7]=1[N+:8]([O-])=O.Cl[Sn]Cl>C(O)C>[NH2:1][C:2]1[CH:3]=[C:4]([C:12]([F:15])([F:13])[F:14])[C:5]([Cl:11])=[CH:6][C:7]=1[NH2:8]. Procedure: To a stirred mixture of 3-amino-6-chloro-4-nitrobenzotrifluoride (300 mg, 1.25 mmol) in ethanol (5 mL) was added SnCl2 ·2 H2O (1.40 g, 6.20 mmol) in one portion. The mixture was refluxed at 80° C. (oil bath, 90° C.) for 1 h and the solution was cooled to room temperature and ice water (20 g) was added. It was adjusted to pH=7 and extracted with ethyl acetate. The extract was dried over Mg2SO4 and evaporated to give 185 mg (71%) of 3,4-diamino-6-chlorobenzotrifluoride as a brown solid. 1H NMR (CD... Starting materials: amino acids, O=C[C@H](O)[C@@H](O)[C@H](O)[C@H](O)CO (glucose), N[C@@H](CC(C)C)C(=O)O (L-leucine), N[C@@H](CC1=CNC=N1)C(=O)O (histidine), amino acids, N[C@@H](CC1=CNC2=CC=CC=C12)C(=O)O (tryptophan), OP(=O)(O)[O-].[K+] (KH2PO4), C(CCC(=O)O)(=O)O (succinic acid), [OH-].[Na+] (NaOH), O=C[C@H](O)[C@@H](O)[C@@H](O)[C@H](O)CO (galactose), N[C@@H]([C@H](O)C)C(=O)O (threonine). Conditions: time 20 minute. The product is C(#N)C(C(=O)O)=CC1=CC=C(C=C1)O (α-Cyano-4-hydroxycinnamic acid). As a reaction SMILES: [C:1](O)(=O)[CH2:2][CH2:3][C:4]([OH:6])=[O:5].[OH-].[Na+].[NH2:11][C@H:12](C(O)=O)CC1C2C(=CC=CC=2)NC=1.O=[CH:27][C@@H:28]([C@H:30]([C@H:32]([C@@H:34](CO)O)O)[OH:31])O.N[C@H](C(O)=O)[C@@H](C)O.OP([O-])(O)=O.[K+].O=C[C@@H]([C@H]([C@@H]([C@@H](CO)O)O)O)O.N[C@H](C(O)=O)CC(C)C.N[C@H](C(O)=O)CC1N=CNC=1>>[C:12]([C:3](=[CH:2][C:1]1[CH:34]=[CH:32][C:30]([OH:31])=[CH:28][CH:27]=1)[C:4]([OH:6])=[O:5])#[N:11] |f:1.2,6.7|. Reported procedure: SC-H agar: 7.5 g/l yeast nitrogen base without amino acids, 11.3 g/l succinic acid, 6.8 g/l NaOH, 5.6 g/l casamino acids without vitamins, 0.1 g/l tryptophan, and 20 g/l agar (Bacto). Autoclaved for 20 min. at 121° C. After autoclaving, 55 ml of a 22% galactose solution and 1.8 ml of a 5% threonine solution were added per 450 ml agar. YNB-1 agar: 3.3 g/l KH2PO4, 16.7 g/l agar, pH adjusted to 7. Autoclaved for 20 min. at 121° C. After autoclaving, 25 ml of a 13.6% yeast nitrogen base without amin... Starting materials: C(#N)C=1C=NC(=C(C(=O)O)C1)OC1=CC=C(C=C1)F (5-Cyano-2-(4-fluorophenoxy)nicotinic acid), Cl.NCC1=CC=C(C(=O)OC)C=C1 (methyl 4-(aminomethyl)benzoate hydrochloride). Yields the product C(#N)C=1C=C(C(=NC1)OC1=CC=C(C=C1)F)C(=O)NCC1=CC=C(C(=O)OC)C=C1 (Methyl 4-[({[5-cyano-2-(4-fluorophenoxy)pyridin-3-yl]carbonyl}amino)methyl]benzoate). RXN SMILES: [C:1]([C:3]1[CH:4]=[N:5][C:6]([O:12][C:13]2[CH:18]=[CH:17][C:16]([F:19])=[CH:15][CH:14]=2)=[C:7]([CH:11]=1)[C:8]([OH:10])=O)#[N:2].Cl.[NH2:21][CH2:22][C:23]1[CH:32]=[CH:31][C:26]([C:27]([O:29][CH3:30])=[O:28])=[CH:25][CH:24]=1>>[C:1]([C:3]1[CH:11]=[C:7]([C:8]([NH:21][CH2:22][C:23]2[CH:24]=[CH:25][C:26]([C:27]([O:29][CH3:30])=[O:28])=[CH:31][CH:32]=2)=[O:10])[C:6]([O:12][C:13]2[CH:18]=[CH:17][C:16]([F:19])=[CH:15][CH:14]=2)=[N:5][CH:4]=1)#[N:2] |f:1.2|. Reported procedure: The title compound was prepared according to the procedure described in step 3 of Example 1 from 5-cyano-2-(4-fluorophenoxy)nicotinic acid (step 3) and methyl 4-(aminomethyl)benzoate hydrochloride: 1H-NMR (CDCl3) δ 8.91 (1H, d, J=1.8 Hz), 8.48 (1H, d, J=1.8 Hz), 8.03 (2H, d, J=8.1 Hz), 7.43 (2H, d, J=8.1 Hz), 7.17–7.12 (4H, m), 4.78 (2H, d, J=5.4 Hz), 3.91 (3H, s); MS (ESI) m/z 406 (M+H)+, 404 (M+H)+. Reactants: CN(C)c1ccncc1, CS(C)=O, CC(C)N1CCNCC1, CCN(C(C)C)C(C)C, N#Cc1ccc(-c2ccc(Cl)nn2)cc1, ClCCl, O. Yields the product Cl, CC(C)N1CCN(c2ccc(-c3ccc(C#N)cc3)nn2)CC1. RXN SMILES: [CH3:34][N:35]([CH3:36])[c:37]1[cH:38][cH:39][n:40][cH:41][cH:42]1.[CH3:43][S:44]([CH3:45])=[O:46].[CH:16]([CH3:17])([CH3:18])[N:19]1[CH2:20][CH2:21][NH:22][CH2:23][CH2:24]1.[CH:25]([N:26]([CH2:27][CH3:28])[CH:29]([CH3:30])[CH3:31])([CH3:32])[CH3:33].[Cl:1][c:2]1[cH:3][cH:4][c:5](-[c:8]2[cH:9][cH:10][c:11]([C:12]#[N:13])[cH:14][cH:15]2)[n:6][n:7]1.[Cl:47][CH2:48][Cl:49].[OH2:50]>>[ClH:1].[c:2]1([N:22]2[CH2:21][CH2:20][N:19]([CH:16]([CH3:17])[CH3:18])[CH2:24][CH2:23]2)[cH:3][cH:4][c:5](-[c:8]2[cH:9][cH:10][c:11]([C:12]#[N:13])[cH:14][cH:15]2)[n:6][n:7]1. The reactants are C(C)(C)(C)OC(=O)N1CCN(CC1)C1=C(C=CC=C1)O (4-(2-Hydroxy-phenyl)-piperazine-1-carboxylic acid tert-butyl ester), C([O-])([O-])=O.[Cs+].[Cs+] (cesium carbonate), Cl.N1=CC=C(C=C1)CCl (4-picolyl chloride hydrochloride). RXN SMILES: [C:1]([O:5][C:6]([N:8]1[CH2:13][CH2:12][N:11]([C:14]2[CH:19]=[CH:18][CH:17]=[CH:16][C:15]=2[OH:20])[CH2:10][CH2:9]1)=[O:7])([CH3:4])([CH3:3])[CH3:2].C(=O)([O-])[O-].[Cs+].[Cs+].Cl.[N:28]1[CH:33]=[CH:32][C:31]([CH2:34]Cl)=[CH:30][CH:29]=1>CN(C=O)C>[C:1]([O:5][C:6]([N:8]1[CH2:9][CH2:10][N:11]([C:14]2[CH:19]=[CH:18][CH:17]=[CH:16][C:15]=2[O:20][CH2:34][C:31]2[CH:32]=[CH:33][N:28]=[CH:29][CH:30]=2)[CH2:12][CH2:13]1)=[O:7])([CH3:4])([CH3:2])[CH3:3] |f:1.2.3,4.5|. The product is C(C)(C)(C)OC(=O)N1CCN(CC1)C1=C(C=CC=C1)OCC1=CC=NC=C1 (4-[2-(Pyridin-4-ylmethoxy)-phenyl]-piperazine-1-carboxylic acid tert-butyl ester). The solvent is CN(C)C=O (DMF). Reported procedure: A mixture of 4-(2-Hydroxy-phenyl)-piperazine-1-carboxylic acid tert-butyl ester (18 mmol, 5 g), DMF (40 ml) and cesium carbonate (40 mmol, 13 g) was stirred at room temperature for 15 minutes, followed by addition of 4-picolyl chloride hydrochloride (18 mmol, 2.953 g). The resulting mixture was stirred at room temperature overnight. The reaction mixture was poured onto ice/water and extracted with ethyl acetate (3×). The combined organic layer was washed with Sat. NaCl. The crude product was pur... Yield: 67.7%. Reaction conditions: time 15 minute. Reactants: C(C1=CC=CC=C1)OC1=C(N(C(=CC1=O)CNS(=O)(=O)C1=CC=C(C=C1)C)C)C(=O)O (3-Benzyloxy-1-methyl-4-oxo-6-[(toluene-4-sulfonylamino)-methyl]-1,4-dihydro-pyridine-2-carboxylic acid), C(C)(C)NC(=O)C=1N(C(=CC(C1OCC1=CC=CC=C1)=O)CNS(=O)(=O)C1=CC=CC=C1)C (6-(benzenesulfonylamino-methyl)-3-benzyloxy-1-methyl-4-oxo-1,4-dihydro-pyridine-2-carboxylic acid isopropyl amide). Product: C(C)(C)NC(=O)C=1N(C(=CC(C1OCC1=CC=CC=C1)=O)CNS(=O)(=O)C1=CC=C(C=C1)C)C (3-Benzyloxy-1-methyl-4-oxo-6-[(toluene-4-sulfonylamino)-methyl]-1,4-dihydro-pyridine-2-carboxylic acid isopropylamide). Yield: 38.1%. RXN SMILES: [CH2:1]([O:8][C:9]1[C:14](=[O:15])[CH:13]=[C:12]([CH2:16][NH:17][S:18]([C:21]2[CH:26]=[CH:25][C:24]([CH3:27])=[CH:23][CH:22]=2)(=[O:20])=[O:19])[N:11]([CH3:28])[C:10]=1[C:29]([OH:31])=O)[C:2]1[CH:7]=[CH:6][CH:5]=[CH:4][CH:3]=1.[CH:32]([NH:35]C(C1N(C)C(CNS(C2C=CC=CC=2)(=O)=O)=CC(=O)C=1OCC1C=CC=CC=1)=O)([CH3:34])[CH3:33]>>[CH:32]([NH:35][C:29]([C:10]1[N:11]([CH3:28])[C:12]([CH2:16][NH:17][S:18]([C:21]2[CH:26]=[CH:25][C:24]([CH3:27])=[CH:23][CH:22]=2)(=[O:20])=[O:19])=[CH:13][C:14](=[O:15])[C:9]=1[O:8][CH2:1][C:2]1[CH:7]=[CH:6][CH:5]=[CH:4][CH:3]=1)=[O:31])([CH3:34])[CH3:33]. Procedure: 3-Benzyloxy-1-methyl-4-oxo-6-[(toluene-4-sulfonylamino)-methyl]-1,4-dihydro-pyridine-2-carboxylic acid isopropylamide (17-06) (250.0 mg, 38.08%) was synthesized as a brown solid from 3-benzyloxy-1-methyl-4-oxo-6-[(toluene-4-sulfonylamino)-methyl]-1,4-dihydro-pyridine-2-carboxylic acid (13-06) (600.0 mg, 1.36 mmol) following the procedure described for 6-(benzenesulfonylamino-methyl)-3-benzyloxy-1-methyl-4-oxo-1,4-dihydro-pyridine-2-carboxylic acid isopropylamide (17-01). Starting materials: CC1(C(CC1=O)=O)C1=CC=CC=C1 (2-methyl-2-phenyl-cyclobutane-1,3-dione), CC=1C=CC2=C(SC(=C2)C(O)C2=CC=CC=C2)C1 ((6-methyl-benzo[b]thiophen-2-yl)-phenyl-methanol). Yields the product OC1=C(C(C1(C1=CC=CC=C1)C)=O)C(C1=CC=CC=C1)C1=CC2=C(S1)C=C(C=C2)C (3-Hydroxy-4-methyl-2-[(6-methyl-benzo[b]thiophen-2-yl)-phenyl-methyl]-4-phenyl-cyclobut-2-enone). Reaction SMILES: [CH3:1][C:2]1([C:8]2[CH:13]=[CH:12][CH:11]=[CH:10][CH:9]=2)[C:5](=[O:6])[CH2:4][C:3]1=[O:7].[CH3:14][C:15]1[CH:16]=[CH:17][C:18]2[CH:22]=[C:21]([CH:23]([C:25]3[CH:30]=[CH:29][CH:28]=[CH:27][CH:26]=3)O)[S:20][C:19]=2[CH:31]=1>>[OH:6][C:5]1[C:2]([CH3:1])([C:8]2[CH:13]=[CH:12][CH:11]=[CH:10][CH:9]=2)[C:3](=[O:7])[C:4]=1[CH:23]([C:21]1[S:20][C:19]2[CH:31]=[C:15]([CH3:14])[CH:16]=[CH:17][C:18]=2[CH:22]=1)[C:25]1[CH:30]=[CH:29][CH:28]=[CH:27][CH:26]=1. Reported procedure: Using general procedure D, 2-methyl-2-phenyl-cyclobutane-1,3-dione (Lit. 1) was reacted with (6-methyl-benzo[b]thiophen-2-yl)-phenyl-methanol to give the title compound as a pale yellow solid. MS: 409.3 ([M−H]−). Yields the product N[C@@H](CCSC)C(=O)O.S(=O)(=O)([O-])[O-].C[SH2+].C[SH2+] (L-methionine S-methylsulfonium sulfate). Reactants: solution 1, mesohomocystine, S(=O)(=O)([O-])[O-] (sulfate), S(=O)(=O)(O)O.N[C@@H](CCSC)C(=O)O (L-methionine sulfate), S(=O)(=O)(O)O.C(C[C@@H](C(=O)O)N)SSCC[C@@H](C(=O)O)N (L-homocystine sulfate). Yield: 3400.0%. Reaction SMILES: [S:1]([OH:5])([OH:4])(=[O:3])=[O:2].[NH2:6][C@H:7]([C:12]([OH:14])=[O:13])[CH2:8][CH2:9][S:10][CH3:11].S(O)(O)(=O)=O.[CH2:20]([S:27]SCC[C@H](N)C(O)=O)C[C@H](N)C(O)=O.S([O-])([O-])(=O)=O>>[NH2:6][C@H:7]([C:12]([OH:14])=[O:13])[CH2:8][CH2:9][S:10][CH3:11].[S:1]([O-:5])([O-:4])(=[O:3])=[O:2].[CH3:20][SH2+:27].[CH3:9][SH2+:10] |f:0.1,2.3,5.6.7.8|. Procedure: The analysis of the above-mentioned reaction solution 1 by liquid chromatography showed that 2.6 g (0.01 mole) of L-methionine sulfate, 112.5 g (0.31 mole) of L-homocystine sulfate, 12.4 g (0.03 mole) of mesohomocystine sulfate and 52.7 g (0.17 mole) of L-methionine-S-methylsulfonium sulfate were produced. The conversion rate was 99%, and the selection rate was 61%. Starting materials: CC(C)=O, CC(C)O, OCC1CCCCO1. Yields the product O=C(O)C1CCCCO1. Reaction SMILES: [CH3:13][C:14](=[O:15])[CH3:16].[CH:9]([CH3:10])([CH3:11])[OH:12].[O:1]1[CH:2]([CH2:7][OH:8])[CH2:3][CH2:4][CH2:5][CH2:6]1>>[O:1]1[CH:2]([C:7](=[O:8])[OH:12])[CH2:3][CH2:4][CH2:5][CH2:6]1.